From a dataset of the Open Reaction Database (ORD), a public repository of structured organic reaction records. describe an organic reaction: reactants, conditions, products, and yield Reactants: [OH-].[Na+] (sodium hydroxide), C(CCCCCCCCCCCCCCCCC)(=O)NC1=C(C(=O)OCC)C=CC=C1 (ethyl 2-(octadecanoylamino)benzoate). Run in C(C)O (ethanol). Conditions: time 4 hour. Yields the product C(CCCCCCCCCCCCCCCCC)(=O)NC1=C(C(=O)O)C=CC=C1 (2-(Octadecanoylamino)benzoic acid). Isolated yield 90.9%. Reaction SMILES: [OH-].[Na+].[C:3]([NH:22][C:23]1[CH:33]=[CH:32][CH:31]=[CH:30][C:24]=1[C:25]([O:27]CC)=[O:26])(=[O:21])[CH2:4][CH2:5][CH2:6][CH2:7][CH2:8][CH2:9][CH2:10][CH2:11][CH2:12][CH2:13][CH2:14][CH2:15][CH2:16][CH2:17][CH2:18][CH2:19][CH3:20]>C(O)C>[C:3]([NH:22][C:23]1[CH:33]=[CH:32][CH:31]=[CH:30][C:24]=1[C:25]([OH:27])=[O:26])(=[O:21])[CH2:4][CH2:5][CH2:6][CH2:7][CH2:8][CH2:9][CH2:10][CH2:11][CH2:12][CH2:13][CH2:14][CH2:15][CH2:16][CH2:17][CH2:18][CH2:19][CH3:20] |f:0.1|. Procedure details: A sodium hydroxide solution (NaOH 0.14 g / water 2 ml) was added to a solution of ethyl 2-(octadecanoylamino)benzoate (1.00 g) in ethanol (10 ml). After being stirred for 4 hours at room temperature, the reaction mixture was concentrated. The residue, with ethyl acetate added thereto, was washed with diluted hydrochloric acid, water and saturated brine successively, dried over sodium sulfate anhydride, and concentrated. The residue was recrystallized from hexane-ethyl acetate mixed solution, the... Reactants: O=c1[nH]ncc2cc(Br)cnc12, C1COCCN1, ClC(Cl)Cl, O=P(Cl)(Cl)Cl. Product: Brc1cnc2c(N3CCOCC3)nncc2c1. Reaction SMILES: [Br:1][c:2]1[cH:3][c:4]2[c:5]([c:6](=[O:10])[nH:7][n:8][cH:9]2)[n:11][cH:12]1.[CH2:18]1[CH2:19][O:20][CH2:21][CH2:22][NH:23]1.[Cl:24][CH:25]([Cl:26])[Cl:27].[P:13]([Cl:14])([Cl:15])([Cl:16])=[O:17]>>[Br:1][c:2]1[cH:3][c:4]2[c:5]([c:6]([N:23]3[CH2:18][CH2:19][O:20][CH2:21][CH2:22]3)[n:7][n:8][cH:9]2)[n:11][cH:12]1. The reactants are CC(Cc1cccc(CO)c1)N(CC(O[Si](C)(C)C(C)(C)C)c1ccc(OC(=O)OC(C)(C)C)c2[nH]c(=O)ccc12)C(=O)OC(C)(C)C, ClCCl. Product: CC(Cc1cccc(C=O)c1)N(CC(O[Si](C)(C)C(C)(C)C)c1ccc(OC(=O)OC(C)(C)C)c2[nH]c(=O)ccc12)C(=O)OC(C)(C)C. Reaction SMILES: [C:1]([CH3:2])([CH3:3])([CH3:4])[O:5][C:6](=[O:7])[O:8][c:9]1[cH:10][cH:11][c:12]([CH:20]([CH2:21][N:22]([C:23]([O:24][C:25]([CH3:26])([CH3:27])[CH3:28])=[O:29])[CH:30]([CH2:31][c:32]2[cH:33][c:34]([CH2:38][OH:39])[cH:35][cH:36][cH:37]2)[CH3:40])[O:41][Si:42]([CH3:43])([CH3:44])[C:45]([CH3:46])([CH3:47])[CH3:48])[c:13]2[cH:14][cH:15][c:16](=[O:19])[nH:17][c:18]12.[Cl:49][CH2:50][Cl:51]>>[C:1]([CH3:2])([CH3:3])([CH3:4])[O:5][C:6](=[O:7])[O:8][c:9]1[cH:10][cH:11][c:12]([CH:20]([CH2:21][N:22]([C:23]([O:24][C:25]([CH3:26])([CH3:27])[CH3:28])=[O:29])[CH:30]([CH2:31][c:32]2[cH:33][c:34]([CH:38]=[O:39])[cH:35][cH:36][cH:37]2)[CH3:40])[O:41][Si:42]([CH3:43])([CH3:44])[C:45]([CH3:46])([CH3:47])[CH3:48])[c:13]2[cH:14][cH:15][c:16](=[O:19])[nH:17][c:18]12. Reactants: O=C(NC1CNC1=O)OCc1ccccc1, [O-]Cl, ClCCl, [Na+], [Na+], [Na+], [O-]Cl, O, O, O, O, O, O, O, O, O, OB1O[B-]2(O)OB(O)O[B-](O)(O1)O2. The product is O=C(NC1CN(Cl)C1=O)OCc1ccccc1. As a reaction SMILES: [CH2:1]([c:2]1[cH:3][cH:4][cH:5][cH:6][cH:7]1)[O:8][C:9](=[O:10])[NH:11][CH:12]1[C:13](=[O:16])[NH:14][CH2:15]1.[Cl:40][O-:41].[Cl:45][CH2:46][Cl:47].[Na+:17].[Na+:18].[Na+:42].[O-:43][Cl:44].[OH2:19].[OH2:20].[OH2:21].[OH2:22].[OH2:23].[OH2:24].[OH2:25].[OH2:26].[OH2:48].[OH:27][B:28]1[O:29][B-:30]2([OH:39])[O:31][B-:32]([OH:37])([O:33][B:34]([OH:36])[O:35]2)[O:38]1>>[CH2:1]([c:2]1[cH:3][cH:4][cH:5][cH:6][cH:7]1)[O:8][C:9](=[O:10])[NH:11][CH:12]1[C:13](=[O:16])[N:14]([Cl:40])[CH2:15]1. Reactants: FC1=CC=C(C=O)C=C1 (para-fluorobenzaldehyde), O=C(CC(=O)OC)CC (3-oxopentanoic acid, methyl ester), N1CCCCC1 (piperidine). Reagents/catalysts: CC(=O)O (HOAc). Solvent: C1=CC=CC=C1 (benzene), CCOCC (ether). The product is FC1=CC=C(C=C1)C=C(C(=O)OC)C(CC)=O (2-[(4-Fluorophenyl)methylene]-3-oxopentanoic acid, methyl ester). Yield: 70.0%. Reaction SMILES: [F:1][C:2]1[CH:9]=[CH:8][C:5]([CH:6]=O)=[CH:4][CH:3]=1.[O:10]=[C:11]([CH2:17][CH3:18])[CH2:12][C:13]([O:15][CH3:16])=[O:14].N1CCCCC1>C1C=CC=CC=1.CCOCC.CC(O)=O>[F:1][C:2]1[CH:9]=[CH:8][C:5]([CH:6]=[C:12]([C:11](=[O:10])[CH2:17][CH3:18])[C:13]([O:15][CH3:16])=[O:14])=[CH:4][CH:3]=1. Procedure details: A mixture of para-fluorobenzaldehyde (37.98 gm, 306 mmol), 3-oxopentanoic acid, methyl ester (39.78 gm, 306 mmol), piperidine (2.60 gm, 30.6 mmol) and HOAc (0.555 gm, 9.2 mmol) was allowed to reflux in benzene (150 ml) 7 hours under argon. The solution was cooled to room temperature, then diluted with ether and washed with 2% HCl, saturated NaHCO3, water, and brine, then dried over MgSO4, filtered and concentrated to give a yellow oil. The oil was purified by distillation (bp=144° C. at 2.7 mm H... The reactants are O=C(O)CC1OCCc2cc(Br)ccc21, C1CCOC1, [Na+], [Na+], O=C([O-])[O-]. The product is OCCC1OCCc2cc(Br)ccc21. As a reaction SMILES: [Br:1][c:2]1[cH:3][cH:4][c:5]2[c:6]([cH:15]1)[CH2:7][CH2:8][O:9][CH:10]2[CH2:11][C:12](=[O:13])[OH:14].[CH2:22]1[O:23][CH2:24][CH2:25][CH2:26]1.[Na+:16].[Na+:17].[O-:18][C:19](=[O:20])[O-:21]>>[Br:1][c:2]1[cH:3][cH:4][c:5]2[c:6]([cH:15]1)[CH2:7][CH2:8][O:9][CH:10]2[CH2:11][CH2:12][OH:13]. Starting materials: CCOC(C)=O, CCOC(=O)Cc1csc(NS(C)(=O)=O)n1, Cl, [K+], [OH-], O. The product is CS(=O)(=O)Nc1nc(CC(=O)O)cs1. RXN SMILES: [CH3:19][CH2:20][O:21][C:22](=[O:23])[CH3:24].[CH3:3][S:4](=[O:5])(=[O:6])[NH:7][c:8]1[s:9][cH:10][c:11]([CH2:13][C:14](=[O:15])[O:16][CH2:17][CH3:18])[n:12]1.[ClH:25].[K+:2].[OH-:1].[OH2:26]>>[CH3:3][S:4](=[O:5])(=[O:6])[NH:7][c:8]1[s:9][cH:10][c:11]([CH2:13][C:14](=[O:15])[OH:16])[n:12]1. Reactants: CI (Methyl iodide), CN(C)CC1=C(N=C2N1C=CC=C2OCC2=C(C=CC=C2)OC)C (3-dimethylaminomethyl-8-(2-methoxybenzyloxy)2-methylimidazo[1,2-a]pyridine). Solvent: CC(=O)C (acetone), C(Cl)(Cl)Cl (chloroform). Reaction conditions: time 24 hour. Product: [I-].COC1=C(COC=2C=3N(C=CC2)C(=C(N3)C)C[N+](C)(C)C)C=CC=C1 (8-(2-methoxybenzyloxy)-2-methyl-3-trimethylammoniomethylimidazo[1,2-a]pyridine iodide). Isolated yield 102.1%. Reaction SMILES: [CH3:1][I:2].[CH3:3][N:4]([CH2:6][C:7]1[N:11]2[CH:12]=[CH:13][CH:14]=[C:15]([O:16][CH2:17][C:18]3[CH:23]=[CH:22][CH:21]=[CH:20][C:19]=3[O:24][CH3:25])[C:10]2=[N:9][C:8]=1[CH3:26])[CH3:5]>CC(C)=O.C(Cl)(Cl)Cl>[I-:2].[CH3:25][O:24][C:19]1[CH:20]=[CH:21][CH:22]=[CH:23][C:18]=1[CH2:17][O:16][C:15]1[C:10]2[N:11]([C:7]([CH2:6][N+:4]([CH3:1])([CH3:3])[CH3:5])=[C:8]([CH3:26])[N:9]=2)[CH:12]=[CH:13][CH:14]=1 |f:4.5|. Procedure details: Methyl iodide (1.08 g) was added dropwise to a solution of 3-dimethylaminomethyl-8-(2-methoxybenzyloxy)2-methylimidazo[1,2-a]pyridine (3.42 g) in acetone (34 ml) and chloroform (10 ml) at room temperature and the mixture was stirred for 24 hours. The resulting precipitate was collected by filtration, washed with acetone, and dried in a desiccator to give 8-(2-methoxybenzyloxy)-2-methyl-3-trimethylammoniomethylimidazo[1,2-a]pyridine iodide (3.63 g).